From a dataset of the Open Reaction Database (ORD), a public repository of structured organic reaction records. describe an organic reaction: reactants, conditions, products, and yield Starting materials: CCOC(=O)CC(=O)OCC, COC(=O)C=C(CCl)OC. The product is CCOC(=O)C(CC(=CC(=O)OC)OC)C(=O)OCC. As a reaction SMILES: [CH2:1]([CH3:2])[O:3][C:4]([CH2:5][C:6](=[O:7])[O:8][CH2:9][CH3:10])=[O:11].[CH3:12][O:13][C:14]([CH:15]=[C:16]([CH2:17][Cl:18])[O:19][CH3:20])=[O:21]>>[CH2:1]([CH3:2])[O:3][C:4]([CH:5]([C:6](=[O:7])[O:8][CH2:9][CH3:10])[CH2:17][C:16](=[CH:15][C:14]([O:13][CH3:12])=[O:21])[O:19][CH3:20])=[O:11]. The reactants are N1=CC=C(C=C1)C1=C(C(=CC2=CC(=C(C=C12)OC)O)C(=O)OC)C(=O)OC (1-(4-Pyridyl)-2,3-bis(methoxycarbonyl)-6-hydroxy-7-methoxynaphthalene), C(C)(C)I (isopropyl iodide). The product is N1=CC=C(C=C1)C1=C(C(=CC2=CC(=C(C=C12)OC)OC(C)C)C(=O)OC)C(=O)OC (1-(4-pyridyl)-2,3-bis(methoxycarbonyl)-6-isopropyloxy-7-methoxynaphthalene). RXN SMILES: [N:1]1[CH:6]=[CH:5][C:4]([C:7]2[C:16]3[C:11](=[CH:12][C:13]([OH:19])=[C:14]([O:17][CH3:18])[CH:15]=3)[CH:10]=[C:9]([C:20]([O:22][CH3:23])=[O:21])[C:8]=2[C:24]([O:26][CH3:27])=[O:25])=[CH:3][CH:2]=1.[CH:28](I)([CH3:30])[CH3:29]>>[N:1]1[CH:6]=[CH:5][C:4]([C:7]2[C:16]3[C:11](=[CH:12][C:13]([O:19][CH:28]([CH3:30])[CH3:29])=[C:14]([O:17][CH3:18])[CH:15]=3)[CH:10]=[C:9]([C:20]([O:22][CH3:23])=[O:21])[C:8]=2[C:24]([O:26][CH3:27])=[O:25])=[CH:3][CH:2]=1. Reported procedure: 1-(4-Pyridyl)-2,3-bis(methoxycarbonyl)-6-hydroxy-7-methoxynaphthalene and isopropyl iodide are treated in the same manner as in Reference Example 117-(2) to give 1-(4-pyridyl)-2,3-bis(methoxycarbonyl)-6-isopropyloxy-7-methoxynaphthalene. Isolated yield 6.0%. The product is C[C@@H]1[C@@H]2CCC/C=C\[C@@H]3C[C@H](C[C@@]4(O3)C[C@@H](CC(O4)CC(=O)[C@H]([C@@H]([C@H](C(=C)C[C@@H]5C[C@@](C[C@@]6(O5)C[C@@H](CC(O6)CC(=O)O[C@@H]7[C@H](C([C@H]([C@@](O2)(C[C@H]1O)O)O)O[C@@H]([C@H]7O)CC(=C)C[C@H](/C=C/C(=C)Cl)O)C)O)(C)O)C)OC(=O)C)C)OC)O (Spongistatin 3). Reactants: ( 4.21 ), CO (CH3OH), CO (CH3OH), ( 2.95 ), C[C@H]1[C@H]2CCC/C=C\[C@H]3C[C@@H](C[C@]4(C3)C[C@H](C[C@H](O4)CC(=O)[C@H]([C@H]([C@@H](C(=C)C[C@H]5C[C@](C[C@]6(O5)C[C@H](C[C@@H](O6)CC(=O)O[C@@H]7[C@H]([C@H]([C@@H]([C@](O2)(C[C@@H]1O)O)O)O[C@@H]([C@H]7O)CC(=C)C(C)[C@@H](/C=C/C(=C)Cl)O)C)OC(=O)C)(C)O)C)OC(=O)C)C)OC)O (spongistatin 1). Reaction SMILES: [CH3:1][C@@H:2]1[C@@H:51]([OH:52])[CH2:50][C@@:48]2([OH:53])[O:49][C@@H:3]1[CH2:4][CH2:5][CH2:6][CH:7]=[CH:8][C@@H:9]1C[C@@]3([O:19][C@H:18]([CH2:20][C:21]([C@@H:23]([CH3:83])[C@@H:24]([O:79][C:80]([CH3:82])=[O:81])[C@H:25]([CH3:78])[C:26]([CH2:28][C@@H:29]4[O:34][C@@:33]5([O:39][C@@H:38]([CH2:40][C:41]([O:43][C@H:44]6[C@H:57]([OH:58])[C@@H:56]([CH2:59][C:60]([CH:62]([C@H:64]([OH:70])/[CH:65]=[CH:66]/[C:67]([Cl:69])=[CH2:68])C)=[CH2:61])[O:55][C@@H:46]([C@@H:47]2[OH:54])[C@@H:45]6[CH3:71])=[O:42])[CH2:37][C@H:36]([O:72]C(C)=O)[CH2:35]5)[CH2:32][C@:31]([OH:77])([CH3:76])[CH2:30]4)=[CH2:27])=[O:22])[CH2:17][C@H:16]([O:84][CH3:85])[CH2:15]3)[CH2:12][C@@H:11]([OH:86])[CH2:10]1.[CH3:87][OH:88]>>[CH3:1][C@H:2]1[C@H:51]([OH:52])[CH2:50][C@:48]2([OH:53])[O:49][C@H:3]1[CH2:4][CH2:5][CH2:6][CH:7]=[CH:8][C@H:9]1[O:88][C@:87]3([O:19][CH:18]([CH2:20][C:21]([C@@H:23]([CH3:83])[C@H:24]([O:79][C:80]([CH3:82])=[O:81])[C@@H:25]([CH3:78])[C:26]([CH2:28][C@H:29]4[O:34][C@:33]5([O:39][CH:38]([CH2:40][C:41]([O:43][C@H:44]6[C@H:57]([OH:58])[C@@H:56]([CH2:59][C:60]([CH2:62][C@@H:64]([OH:70])/[CH:65]=[CH:66]/[C:67]([Cl:69])=[CH2:68])=[CH2:61])[O:55][CH:46]([C@H:47]2[OH:54])[C@@H:45]6[CH3:71])=[O:42])[CH2:37][C@@H:36]([OH:72])[CH2:35]5)[CH2:32][C@@:31]([OH:77])([CH3:76])[CH2:30]4)=[CH2:27])=[O:22])[CH2:17][C@@H:16]([O:84][CH3:85])[CH2:15]3)[CH2:12][C@H:11]([OH:86])[CH2:10]1. Procedure details: The cell growth inhibitory (P388 leukemia) dichloromethane fraction prepared from a 400 kg (wet wt) scaleup recollection (1988) of Spongia sp conducted in the Republic of Maldives was separated by a series of steric exclusion and partition chromatographic steps employing SEPHADEX LH-20 to obtain P388 active fractions reminiscent of spongistatin 1. A careful HPLC sequence using C-8 SILICA GEL (PREPEX and ULTREMEX) and 1:1 methanol water to 5:5:8 methanol-acetonitrile-water afforded 4.34 mg (1.08×... The solvent is CN(C)C=O (DMF). Conditions: time 8 hour. Starting materials: CN1C=CC2=CC=CC(=C12)CC(=O)N (2-(1-methyl-1H-indol-7-yl)-acetamide), COC(C(=O)C1=CNC2=CC=C(C=C12)OC)=O ((5-methoxy-1H-indol-3-yl)-oxo-acetic acid methyl ester), solution, CC(C)([O-])C.[K+] (potassium-tert-butoxide), C1CCOC1 (THF). The yield is 40.3%. Procedure details: To a solution of 2-(1-methyl-1H-indol-7-yl)-acetamide (0.544 g, 2.89 mmol) and (5-methoxy-1H-indol-3-yl)-oxo-acetic acid methyl ester (0.648 g, 2.81 mmol) in DMF (40 mL) under N2 was added a 1.0 M solution of potassium-tert-butoxide in THF (9.8 mL, 9.8 mmol) dropwise over 5 minutes. The mixture was stirred 8 h at room temperature and then heated at 65–70° C. for 15 h. The mixture was cooled to room temperature, quenched with 1N HCl (excess) and poured into EtOAc. The organic layer was separated,... The product is COC=1C=C2C(=CNC2=CC1)C=1C(NC(C1C=1C=CC=C2C=CN(C12)C)=O)=O (3-(5-Methoxy-1H-indol-3-yl)-4-(1-methyl-1H-indol-7-yl)-pyrrole-2,5-dione). Reaction SMILES: [CH3:1][N:2]1[C:10]2[C:5](=[CH:6][CH:7]=[CH:8][C:9]=2[CH2:11][C:12]([NH2:14])=[O:13])[CH:4]=[CH:3]1.C[O:16][C:17](=O)[C:18]([C:20]1[C:28]2[C:23](=[CH:24][CH:25]=[C:26]([O:29][CH3:30])[CH:27]=2)[NH:22][CH:21]=1)=O.CC(C)([O-])C.[K+].C1COCC1>CN(C=O)C>[CH3:30][O:29][C:26]1[CH:27]=[C:28]2[C:23](=[CH:24][CH:25]=1)[NH:22][CH:21]=[C:20]2[C:18]1[C:17](=[O:16])[NH:14][C:12](=[O:13])[C:11]=1[C:9]1[CH:8]=[CH:7][CH:6]=[C:5]2[C:10]=1[N:2]([CH3:1])[CH:3]=[CH:4]2 |f:2.3|.